Dataset: the Open Reaction Database (ORD), a public repository of structured organic reaction records. Task: describe an organic reaction: reactants, conditions, products, and yield The reactants are BrC(C(=O)C1=CC=CC2=CC=CC=C12)C (2-bromo-1-(napth-1-yl)-1-propanone), C(C)(=O)[O-].[Na+] (sodium acetate). Run in C(C)O (ethanol). Product: C(C)(=O)OC(C(=O)C1=CC=CC2=CC=CC=C12)C (2-acetoxy-1-(naphth-1-yl)-1-propanone), oil. Reaction SMILES: Br[CH:2]([CH3:15])[C:3]([C:5]1[C:14]2[C:9](=[CH:10][CH:11]=[CH:12][CH:13]=2)[CH:8]=[CH:7][CH:6]=1)=[O:4].[C:16]([O-:19])(=[O:18])[CH3:17].[Na+]>C(O)C>[C:16]([O:19][CH:2]([CH3:15])[C:3]([C:5]1[C:14]2[C:9](=[CH:10][CH:11]=[CH:12][CH:13]=2)[CH:8]=[CH:7][CH:6]=1)=[O:4])(=[O:18])[CH3:17] |f:1.2|. Procedure: 2-bromo-1-(napth-1-yl)-1-propanone (2 g) and sodium acetate (0.63 g) were boiled under reflux in anhydrous ethanol (10 ml) for 16 hours. The mixture was cooled and evaporated in vacuo. The residue was partitioned between ethyl acetate and water. The organic layer was separated, washed with water, brine, dried with sodium sulphate, filtered and evaporated in vacuo. The title compound was obtained as an oil (0.75 g) following silica gel column chromatography of the residue in 50% dichloromethane i...